This data is from the Open Reaction Database (ORD), a public repository of structured organic reaction records. The task is: describe an organic reaction: reactants, conditions, products, and yield Starting materials: BrC=1C=CC(=C(C(=O)O)C1)OC=1C=NC(=CC1)Cl (5-bromo-2-(6-chloropyridin-3-yloxy)benzoic acid), C(C)NCC (diethylamine), C=1C=CC2=C(C1)N=NN2O (HOBT), CCN(C(C)C)C(C)C (DIPEA), CCN=C=NCCCN(C)C (EDCI). The solvent is C(Cl)Cl (DCM). Run at temperature 0 celsius, time 30 minute. Yields the product BrC=1C=CC(=C(C(=O)N(CC)CC)C1)OC=1C=NC(=CC1)Cl (5-bromo-2-(6-chloropyridin-3-yloxy)-N,N-diethylbenzamide). The yield is 55.8%. Reaction SMILES: [Br:1][C:2]1[CH:3]=[CH:4][C:5]([O:11][C:12]2[CH:13]=[N:14][C:15]([Cl:18])=[CH:16][CH:17]=2)=[C:6]([CH:10]=1)[C:7]([OH:9])=O.[CH2:19]([NH:21][CH2:22][CH3:23])[CH3:20].C1C=CC2N(O)N=NC=2C=1.CCN(C(C)C)C(C)C.CCN=C=NCCCN(C)C>C(Cl)Cl>[Br:1][C:2]1[CH:3]=[CH:4][C:5]([O:11][C:12]2[CH:13]=[N:14][C:15]([Cl:18])=[CH:16][CH:17]=2)=[C:6]([CH:10]=1)[C:7]([N:21]([CH2:22][CH3:23])[CH2:19][CH3:20])=[O:9]. Procedure: A mixture of 5-bromo-2-(6-chloropyridin-3-yloxy)benzoic acid (1.28 kg, 4.44 mol), diethylamine (461 mL, 4.44 mol), HOBT (600 g, 4.44 mol), DIPEA (1.547 L, 8.88 mol) in anhydrous DCM (8 L) was cooled to 0° C. EDCI (851.2 g, 4.44 mol) was added to the reaction mixture and it was stirred at 0° C. for 30 minutes and then at RT overnight. The reaction mixture was sequentially washed with aqueous NaHCO3, brine and water before being dried over MgSO4. Filtration and concentrated under reduced pressure ... Starting materials: CS(=O)(=O)C1=NC=C2C(=N1)N=C(NC2=O)C2=C(C=CC=C2)OCCC (7-methylsulphonyl-4-oxo-2-(2-propoxyphenyl)-3,4-dihydropyrimido[4,5-d]pyrimidine), C(C)NCC (diethylamine). Run in ClCCl (dichloromethane). Product: C(C)N(C1=NC=C2C(=N1)N=C(NC2=O)C2=C(C=CC=C2)OCCC)CC (7-Diethylamino-4-oxo-2-(2-propoxyphenyl)-3,4-dihydropyrimido[4,5-d]pyrimidine). As a reaction SMILES: CS([C:5]1[N:10]=[C:9]2[N:11]=[C:12]([C:16]3[CH:21]=[CH:20][CH:19]=[CH:18][C:17]=3[O:22][CH2:23][CH2:24][CH3:25])[NH:13][C:14](=[O:15])[C:8]2=[CH:7][N:6]=1)(=O)=O.[CH2:26]([NH:28][CH2:29][CH3:30])[CH3:27]>ClCCl>[CH2:26]([N:28]([CH2:29][CH3:30])[C:5]1[N:10]=[C:9]2[N:11]=[C:12]([C:16]3[CH:21]=[CH:20][CH:19]=[CH:18][C:17]=3[O:22][CH2:23][CH2:24][CH3:25])[NH:13][C:14](=[O:15])[C:8]2=[CH:7][N:6]=1)[CH3:27]. Procedure: A solution of 7-methylsulphonyl-4-oxo-2-(2-propoxyphenyl)-3,4-dihydropyrimido[4,5-d]pyrimidine (229 mg) and diethylamine (420 mg) in dichloromethane (8 ml) was stirred at ambient temperature for 3 hours. The reaction mixture was eluted from a silica column with diethyl ether:chloroform (4:1) and the combined fractions containing product were evaporated under reduced pressure to yield an oil which on trituration with 40°-60° petroleum ether yielded the title compound, 85.5 mg, m.p. 116°-7° C. Starting materials: COc1ccc2c(c1)C(Br)CC(C)(C)C2=O, [N-]=[N+]=N[Na], CN(C)C=O. Product: COc1ccc2c(c1)C(N=[N+]=[N-])CC(C)(C)C2=O. RXN SMILES: [Br:1][CH:2]1[CH2:3][C:4]([CH3:15])([CH3:16])[C:5](=[O:14])[c:6]2[cH:7][cH:8][c:9]([O:12][CH3:13])[cH:10][c:11]21.[N:17](=[N+:18]=[N-:19])[Na:20].[O:21]=[CH:22][N:23]([CH3:24])[CH3:25]>>[CH:2]1([N:17]=[N+:18]=[N-:19])[CH2:3][C:4]([CH3:15])([CH3:16])[C:5](=[O:14])[c:6]2[cH:7][cH:8][c:9]([O:12][CH3:13])[cH:10][c:11]21. Starting materials: O=C(O)c1cccc(-c2cnc3c(c2)N(Cc2cc(Cl)ccc2C(F)(F)F)CCN3)c1, NCc1csc(-c2ccccc2)n1. Yields the product O=C(NCc1csc(-c2ccccc2)n1)c1cccc(-c2cnc3c(c2)N(Cc2cc(Cl)ccc2C(F)(F)F)CCN3)c1. As a reaction SMILES: [Cl:1][c:2]1[cH:3][cH:4][c:5]([C:28]([F:29])([F:30])[F:31])[c:6]([CH2:7][N:8]2[c:9]3[c:10]([n:14][cH:15][c:16](-[c:18]4[cH:19][c:20]([C:21](=[O:22])[OH:23])[cH:24][cH:25][cH:26]4)[cH:17]3)[NH:11][CH2:12][CH2:13]2)[cH:27]1.[c:32]1(-[c:38]2[s:39][cH:40][c:41]([CH2:43][NH2:44])[n:42]2)[cH:33][cH:34][cH:35][cH:36][cH:37]1>>[Cl:1][c:2]1[cH:3][cH:4][c:5]([C:28]([F:29])([F:30])[F:31])[c:6]([CH2:7][N:8]2[c:9]3[c:10]([n:14][cH:15][c:16](-[c:18]4[cH:19][c:20]([C:21](=[O:23])[NH:44][CH2:43][c:41]5[cH:40][s:39][c:38](-[c:32]6[cH:33][cH:34][cH:35][cH:36][cH:37]6)[n:42]5)[cH:24][cH:25][cH:26]4)[cH:17]3)[NH:11][CH2:12][CH2:13]2)[cH:27]1. Starting materials: CN(C)c1cc(NC(=O)OC(C)(C)C)c(NC(=O)CC(=O)c2cccc(-n3ccnn3)c2)cc1-c1cccc(F)c1F, ClCCl, O=C(O)C(F)(F)F. Product: CN(C)c1cc2c(cc1-c1cccc(F)c1F)NC(=O)CC(c1cccc(-n3ccnn3)c1)=N2. As a reaction SMILES: [C:1]([O:2][C:3](=[O:4])[NH:7][c:8]1[cH:9][c:10]([N:39]([CH3:40])[CH3:41])[c:11](-[c:31]2[c:32]([F:38])[c:33]([F:37])[cH:34][cH:35][cH:36]2)[cH:12][c:13]1[NH:14][C:15]([CH2:16][C:17](=[O:5])[c:18]1[cH:19][c:20](-[n:24]2[n:25][n:26][cH:27][cH:28]2)[cH:21][cH:22][cH:23]1)=[O:30])([CH3:6])([CH3:29])[CH3:42].[Cl:50][CH2:51][Cl:52].[F:43][C:44]([F:45])([F:46])[C:47]([OH:48])=[O:49]>>[N:7]1=[C:17]([c:18]2[cH:19][c:20](-[n:24]3[n:25][n:26][cH:27][cH:28]3)[cH:21][cH:22][cH:23]2)[CH2:16][C:15](=[O:30])[NH:14][c:13]2[c:8]1[cH:9][c:10]([N:39]([CH3:40])[CH3:41])[c:11](-[c:31]1[c:32]([F:38])[c:33]([F:37])[cH:34][cH:35][cH:36]1)[cH:12]2.